From a dataset of the Open Reaction Database (ORD), a public repository of structured organic reaction records. describe an organic reaction: reactants, conditions, products, and yield Reactants: C(C)OC1=CC=C(C(=O)C2CCN(CC2)CC(=O)O)C=C1 (2-(4-(4-ethoxybenzoyl)piperidin-1-yl)acetic acid), FC1=CC=C(C(=O)C2CCN(CC2)CC(=O)O)C=C1 (2-(4-(4-fluorobenzoyl)piperidin-1-yl)acetic acid), C1(CC1)CO (cyclopropyl-methanol), C1(CC1)COC1=CC=C(C(=O)C2CCN(CC2)CC(=O)O)C=C1 (2-[4-(4-cyclopropylmethoxy-benzoyl)-piperidin-1-yl]-acetic acid), C(=O)(C(F)(F)F)O (TFA), NCC=1NC(C2=C(N1)CCOC2)=O (2-aminomethyl-3,5,7,8-tetrahydro-pyrano[4,3-d]pyrimidin-4-one). Procedure: 2-[4-(4-Cyclopropylmethoxy-benzoyl)-piperidin-1-yl]-acetic acid was prepared following the general procedures for the synthesis of 2-(4-(4-ethoxybenzoyl)piperidin-1-yl)acetic acid from 2-(4-(4-fluorobenzoyl)piperidin-1-yl)acetic acid and cyclopropyl-methanol. The title compound (44.7 mg, 0.088 mmol) was prepared following the general procedure of Example 1 from 2-[4-(4-cyclopropylmethoxy-benzoyl)-piperidin-1-yl]-acetic acid and 2-aminomethyl-3,5,7,8-tetrahydro-pyrano[4,3-d]pyrimidin-4-one. MS (E... The product is C1(CC1)COC1=CC=C(C(=O)C2CCN(CC2)CC(=O)O)C=C1 (2-[4-(4-Cyclopropylmethoxy-benzoyl)-piperidin-1-yl]-acetic acid), C1(CC1)COC1=CC=C(C(=O)C2CCN(CC2)CC(=O)NCC=2NC(C3=C(N2)CCOC3)=O)C=C1 (2-[4-(4-Cyclopropylmethoxy-benzoyl)-piperidin-1-yl]-N-(4-oxo-3,5,7,8-tetrahydro-4H-pyrano[4,3-d]pyrimidin-2-ylmethyl)-acetamide). The solvent is C(C)#N.O (acetonitrile water). As a reaction SMILES: C(OC1C=CC(C(C2CCN(CC(O)=O)CC2)=O)=CC=1)C.FC1C=CC(C(C2CCN(CC(O)=O)CC2)=O)=CC=1.C1(CO)CC1.[CH:46]1([CH2:49][O:50][C:51]2[CH:68]=[CH:67][C:54]([C:55]([CH:57]3[CH2:62][CH2:61][N:60]([CH2:63][C:64]([OH:66])=[O:65])[CH2:59][CH2:58]3)=[O:56])=[CH:53][CH:52]=2)[CH2:48][CH2:47]1.[NH2:69][CH2:70][C:71]1[NH:72][C:73](=[O:81])[C:74]2[CH2:80][O:79][CH2:78][CH2:77][C:75]=2[N:76]=1.C(O)(C(F)(F)F)=O>C(#N)C.O>[CH:46]1([CH2:49][O:50][C:51]2[CH:68]=[CH:67][C:54]([C:55]([CH:57]3[CH2:62][CH2:61][N:60]([CH2:63][C:64]([OH:66])=[O:65])[CH2:59][CH2:58]3)=[O:56])=[CH:53][CH:52]=2)[CH2:48][CH2:47]1.[CH:46]1([CH2:49][O:50][C:51]2[CH:52]=[CH:53][C:54]([C:55]([CH:57]3[CH2:58][CH2:59][N:60]([CH2:63][C:64]([NH:69][CH2:70][C:71]4[NH:72][C:73](=[O:81])[C:74]5[CH2:80][O:79][CH2:78][CH2:77][C:75]=5[N:76]=4)=[O:65])[CH2:61][CH2:62]3)=[O:56])=[CH:67][CH:68]=2)[CH2:48][CH2:47]1 |f:6.7|. Starting materials: COC(CCC(CC1=CNC2=NC=CC=C21)N)=O (4-Amino-5-(1H-pyrrolo[2,3-b]pyridin-3-yl)-pentanoic acid methyl ester), C([O-])([O-])=O.[Na+].[Na+] (sodium carbonate). The solvent is C(C)(=O)OCC (ethyl acetate). Conditions: time 6 hour. The product is N1C=C(C=2C1=NC=CC2)CC2CCC(N2)=O (5-(1H-Pyrrolo[2,3-b]pyridin-3-ylmethyl)-pyrrolidin-2-one). Yield: 68.0%. RXN SMILES: C[O:2][C:3](=O)[CH2:4][CH2:5][CH:6]([NH2:17])[CH2:7][C:8]1[C:16]2[C:11](=[N:12][CH:13]=[CH:14][CH:15]=2)[NH:10][CH:9]=1.C(=O)([O-])[O-].[Na+].[Na+]>C(OCC)(=O)C>[NH:10]1[C:11]2=[N:12][CH:13]=[CH:14][CH:15]=[C:16]2[C:8]([CH2:7][CH:6]2[NH:17][C:3](=[O:2])[CH2:4][CH2:5]2)=[CH:9]1 |f:1.2.3|. Procedure: A solution of 2.5 g (0.10.1 mM) of 4-Amino-5-(1H-pyrrolo[2,3-b]pyridin-3-yl)-pentanoic acid methyl ester was dissolved in 20 mL of ethyl acetate. To this solution was added 20 mL of 1N sodium carbonate, and the mixture was stirred at room temperature for 6 hours. The ethyl acetate layer was dried and evaporated. The residue was chromatographed on silica using 95:5 CHCl3 :CH3OH to yield 1.48 g of product as a white crystalline solid. MP=160-162° C. NMR (CDCl3) δ11.4 (s, 1H), 8.05 (m, 1H), 7.85 (d... Reactants: C=CCCl, CCCC[N+](CCCC)(CCCC)CCCC, CCOC(C)=O, [H-], [I-], Nc1ccc(N2CCOCC2)c(CO)c1, [Na+], C1CCOC1, O. Yields the product C=CCOCc1cc(N)ccc1N1CCOCC1. Reaction SMILES: [CH2:18]([CH:19]=[CH2:20])[Cl:21].[CH2:29]([N+:30]([CH2:31][CH2:32][CH2:33][CH3:34])([CH2:35][CH2:36][CH2:37][CH3:38])[CH2:39][CH2:40][CH2:41][CH3:42])[CH2:43][CH2:44][CH3:45].[CH3:46][CH2:47][O:48][C:49](=[O:50])[CH3:51].[H-:2].[I-:28].[NH2:3][c:4]1[cH:5][cH:6][c:7]([N:12]2[CH2:13][CH2:14][O:15][CH2:16][CH2:17]2)[c:8]([CH2:9][OH:10])[cH:11]1.[Na+:1].[O:23]1[CH2:24][CH2:25][CH2:26][CH2:27]1.[OH2:22]>>[NH2:3][c:4]1[cH:5][cH:6][c:7]([N:12]2[CH2:13][CH2:14][O:15][CH2:16][CH2:17]2)[c:8]([CH2:9][O:10][CH2:20][CH:19]=[CH2:18])[cH:11]1. Reactants: C(CC(O)(C(=O)O)CC(=O)O)(=O)O (citric acid), C(C)(C)(C)ON1C(CC(CC1)OC1=C(C(=O)NC2=C(C(=O)NC3=NC=C(C=C3)Cl)C=CC=C2)C=CC(=C1)N1CCC(CC1)O)=C=O (2-[2-(1-tert-butoxy-carbonylpiperidin-4-yloxy)-4-(4-hydroxypiperidin-1-yl)benzoylamino]-N-(5-chloro-pyridin-2-yl)benzamide), FC1=CC(=C(C(=O)NC2=C(C(=O)NC3=NC=C(C=C3)Cl)C=CC=C2)C=C1)OC1CCN(CC1)C(=O)OC(C)(C)C (2-[4-fluoro-2-(1-tert-butoxycarbonylpiperidin-4-yloxy)benzoylamino]-N-(5-chloropyridin-2-yl)-benzamide), OC1CCNCC1 (4-hydroxypiperidine). The product is C(C)(C)(C)OC(=O)N1CCC(CC1)OC1=C(C(=O)NC2=C(C(=O)NC3=NC=C(C=C3)Cl)C=CC=C2)C=CC(=C1)N1CCC(CC1)O (2-[2-(1-tert-Butoxycarbonylpiperidin-4-yloxy)-4-(4-hydroxy-piperidin-1-yl)benzoylamino]-N-(5-chloropyridin-2-yl)benzamide). RXN SMILES: C(O)(=O)CC(CC(O)=O)(C(O)=O)O.C(O[N:19]1[CH2:24][CH2:23][CH:22]([O:25][C:26]2[CH:50]=[C:49]([N:51]3[CH2:56][CH2:55][CH:54]([OH:57])[CH2:53][CH2:52]3)[CH:48]=[CH:47][C:27]=2[C:28]([NH:30][C:31]2[CH:46]=[CH:45][CH:44]=[CH:43][C:32]=2[C:33]([NH:35][C:36]2[CH:41]=[CH:40][C:39]([Cl:42])=[CH:38][N:37]=2)=[O:34])=[O:29])[CH2:21][C:20]1=C=O)(C)(C)C.FC1C=CC(C(NC2C=CC=CC=2C(NC2C=CC(Cl)=CN=2)=O)=O)=C(OC2CCN([C:93]([O:95][C:96]([CH3:99])([CH3:98])[CH3:97])=[O:94])CC2)C=1.OC1CCNCC1>>[C:96]([O:95][C:93]([N:19]1[CH2:20][CH2:21][CH:22]([O:25][C:26]2[CH:50]=[C:49]([N:51]3[CH2:52][CH2:53][CH:54]([OH:57])[CH2:55][CH2:56]3)[CH:48]=[CH:47][C:27]=2[C:28]([NH:30][C:31]2[CH:46]=[CH:45][CH:44]=[CH:43][C:32]=2[C:33]([NH:35][C:36]2[CH:41]=[CH:40][C:39]([Cl:42])=[CH:38][N:37]=2)=[O:34])=[O:29])[CH2:23][CH2:24]1)=[O:94])([CH3:99])([CH3:98])[CH3:97]. Procedure details: Using methods substantially equivalent to those described in Example 4-F except that the workup used saturated aqueous citric acid instead of water, 2-[2-(1-tert-butoxy-carbonylpiperidin-4-yloxy)-4-(4-hydroxypiperidin-1-yl)benzoylamino]-N-(5-chloro-pyridin-2-yl)benzamide (196 mg, 0.30 mmol, 39%) was prepared from 2-[4-fluoro-2-(1-tert-butoxycarbonylpiperidin-4-yloxy)benzoylamino]-N-(5-chloropyridin-2-yl)-benzamide and 4-hydroxypiperidine.